This data is from the Open Reaction Database (ORD), a public repository of structured organic reaction records. The task is: describe an organic reaction: reactants, conditions, products, and yield The reactants are [Al+3], CC(C)(C)c1ccccc1, [Cl-], [Cl-], [Cl-], O=C(Cl)C(Cl)Cl, Cl, S=C=S. The product is CC(C)(C)c1ccc(C(=O)C(Cl)Cl)cc1. As a reaction SMILES: [Al+3:18].[C:7]([CH3:8])([CH3:9])([CH3:10])[c:11]1[cH:12][cH:13][cH:14][cH:15][cH:16]1.[Cl-:17].[Cl-:19].[Cl-:20].[Cl:1][CH:2]([Cl:3])[C:4]([Cl:5])=[O:6].[ClH:21].[S:22]=[C:23]=[S:24]>>[Cl:1][CH:2]([Cl:3])[C:4](=[O:6])[c:14]1[cH:13][cH:12][c:11]([C:7]([CH3:8])([CH3:9])[CH3:10])[cH:16][cH:15]1.